Task: describe an organic reaction: reactants, conditions, products, and yield. Dataset: the Open Reaction Database (ORD), a public repository of structured organic reaction records The reactants are CC(=O)C1=CC(=C(C(=C1)OC)OC)OC (3,4,5-trimethoxyacetophenone), Ba(OH)2, C1(=CC=CC=C1)NC1=C(C=O)C=CC=N1 (2-(phenylamino)nicotinaldehyde), Cl (HCl). The solvent is CO (methanol). Conditions: temperature 30 celsius, time 6 hour. Yields the product C1(=CC=CC=C1)NC1=NC=CC=C1C=CC(=O)C1=CC(=C(C(=C1)OC)OC)OC (3-(2-(Phenylamino)pyridin-3-yl)-1-(3,4,5-trimethoxyphenyl)prop-2-en-1-one). Isolated yield 92.6%. Reaction SMILES: [CH3:1][C:2]([C:4]1[CH:9]=[C:8]([O:10][CH3:11])[C:7]([O:12][CH3:13])=[C:6]([O:14][CH3:15])[CH:5]=1)=[O:3].[C:16]1([NH:22][C:23]2[N:30]=[CH:29][CH:28]=[CH:27][C:24]=2[CH:25]=O)[CH:21]=[CH:20][CH:19]=[CH:18][CH:17]=1.Cl>CO>[C:16]1([NH:22][C:23]2[C:24]([CH:25]=[CH:1][C:2]([C:4]3[CH:5]=[C:6]([O:14][CH3:15])[C:7]([O:12][CH3:13])=[C:8]([O:10][CH3:11])[CH:9]=3)=[O:3])=[CH:27][CH:28]=[CH:29][N:30]=2)[CH:21]=[CH:20][CH:19]=[CH:18][CH:17]=1. Reported procedure: To a stirred solution of 3,4,5-trimethoxyacetophenone (213 mg, 1.01 mmol) in methanol (5 mL) was added 2N Ba(OH)2 solution (2 mL) after 5 minutes to the reaction mixture 2-(phenylamino)nicotinaldehyde (200 mg, 1.01 mmol) was added, stirred for 6 h at 30° C. The progress of the reaction was monitored by TLC for completion. After completion of the reaction, the reaction mixture was acidified with 2N HCl, the resulting precipitate was filtered, washed thoroughly with water and dried over anhydrous ... Starting materials: CC1=C(C(=CC=C1)C)C=CCCCCCCCC(=O)O (10-(2,6-dimethyl-phenyl)-dec-9-enoic acid), C(C(=O)Cl)(=O)Cl (oxalyl chloride). The reagents and catalysts are CN(C=O)C (N,N-dimethylformamide). Run in ClCCl (dichloromethane). Product: CC1=C(C(=CC=C1)C)C=CCCCCCCCC(=O)Cl (10-(2,6-dimethyl-phenyl)-dec-9-enoyl chloride). Reaction SMILES: [CH3:1][C:2]1[CH:7]=[CH:6][CH:5]=[C:4]([CH3:8])[C:3]=1[CH:9]=[CH:10][CH2:11][CH2:12][CH2:13][CH2:14][CH2:15][CH2:16][CH2:17][C:18]([OH:20])=O.C(Cl)(=O)C([Cl:24])=O>CN(C)C=O.ClCCl>[CH3:1][C:2]1[CH:7]=[CH:6][CH:5]=[C:4]([CH3:8])[C:3]=1[CH:9]=[CH:10][CH2:11][CH2:12][CH2:13][CH2:14][CH2:15][CH2:16][CH2:17][C:18]([Cl:24])=[O:20]. Procedure details: A solution of 10-(2,6-dimethyl-phenyl)-dec-9-enoic acid (239 mg, 0.87 mmol), oxalyl chloride (0.11 mL, 1.3 mmol), and N,N-dimethylformamide (one drop) in dichloromethane (3 mL) was stirred at room temperature for 2 hours, then volatile material was removed by distillation to afford 10-(2,6-dimethyl-phenyl)-dec-9-enoyl chloride. This was redissolved in dichloromethane, then N,N-diisopropylethylamine (140 mg, 1.04 mmol) was added dropwise, followed by (R)-3-amino-4-dimethylamino-butyric acid benzy... The reactants are BrC=1C=C2C(=NC1)N(C=C2I)C (5-bromo-3-iodo-1-methyl-1H-pyrrolo[2,3-b]pyridine), CN1CCNCC1 (1-methylpiperazine), [O-]P(=O)([O-])[O-].[K+].[K+].[K+] (K3PO4), C(CO)O (1,2-ethanediol). Reagents/catalysts: [Cu]I (copper(I) iodide). Solvent: C(C)(C)O (isopropyl alcohol). The product is BrC=1C=C2C(=NC1)N(C=C2N2CCN(CC2)C)C (5-bromo-1-methyl-3-(4-methylpiperazin-1-yl)-1H-pyrrolo[2,3-b]pyridine). Reaction SMILES: [Br:1][C:2]1[CH:3]=[C:4]2[C:10](I)=[CH:9][N:8]([CH3:12])[C:5]2=[N:6][CH:7]=1.[CH3:13][N:14]1[CH2:19][CH2:18][NH:17][CH2:16][CH2:15]1.[O-]P([O-])([O-])=O.[K+].[K+].[K+].C(O)CO>C(O)(C)C.[Cu]I>[Br:1][C:2]1[CH:3]=[C:4]2[C:10]([N:17]3[CH2:18][CH2:19][N:14]([CH3:13])[CH2:15][CH2:16]3)=[CH:9][N:8]([CH3:12])[C:5]2=[N:6][CH:7]=1 |f:2.3.4.5|. Procedure details: A solution of 5-bromo-3-iodo-1-methyl-1H-pyrrolo[2,3-b]pyridine (150 mg, 0.445 mmol), 1-methylpiperazine (356.7 mg, 3.56 mmol), copper(I) iodide (84.8 mg, 0.445 mmol), K3PO4 (378 mg, 1.78 mmol), 1,2-ethanediol (138 mg, 2.225 mmol) in isopropyl alcohol (5 mL) in a sealed tubes was heated at 70° C. for 2 days. After cooling to room temperature, the reaction mixture was filtered through celite. The filtrate was concentrated in vacuo. The residue was taken up in EtOAc and the solution was washed wit... Reactants: C(C1=CC=CC=C1)OC1=C(C=CC=C1C(O)C1=C(C=CC=C1)OC)C1=CC=CC=C1 ((2-(Benzyloxy)biphenyl-3-yl)(2-methoxyphenyl)methanol), C[N+]1(CCOCC1)[O-] (4-methylmorpholine N-oxide). RXN SMILES: [CH2:1]([O:8][C:9]1[C:14]([CH:15](C2C=CC=CC=2OC)[OH:16])=[CH:13][CH:12]=[CH:11][C:10]=1C1C=CC=CC=1)C1C=CC=CC=1.C[N+]1([O-])CCOCC1>C(Cl)Cl.[Ru]([O-])(=O)(=O)=O.C([N+](CCC)(CCC)CCC)CC.O=[Mn]=O>[CH3:1][O:8][C:9]1[CH:10]=[CH:11][CH:12]=[CH:13][C:14]=1[CH:15]=[O:16] |f:3.4|. Reported procedure: A solution of crude 21 (12.2 g, ˜25 mmol, 1.0 equiv), 4-methylmorpholine N-oxide (3.5 g, 30 mmol, 1.2 equiv) in DCM (150 mL) was cooled to ˜7° C. and tetrapropylammonium perruthenate (TPAP) (0.2 g, 0.5 mmol, 2 mole %) was added. The mixture was allowed to warm to room temperature and stirred. After 1 hr TLC showed the reaction was incomplete. Additional TPAP (0.2 g) was added and the mixture stirred overnight at room temperature. Although unoxidized 21 remained, the mixture was filtered through ... Conditions: time 1 hour. Reagents/catalysts: O=[Mn]=O (MnO2), [Ru](=O)(=O)(=O)[O-].C(CC)[N+](CCC)(CCC)CCC (tetrapropylammonium perruthenate), [Ru](=O)(=O)(=O)[O-].C(CC)[N+](CCC)(CCC)CCC (TPAP). Run in C(Cl)Cl (DCM), C(Cl)Cl (DCM). Product: COC1=C(C=CC=C1)C=O ((2′-methoxyphenyl)methanone). Run in C1(=CC=CC=C1)C (toluene). The reactants are C1(=CC=CC=C1)P(C1=CC=CC=C1)C1=CC=CC=C1 (triphenylphosphine), BrCC1=CC(=C(C=C1)/C=C/C(=O)OCC)C (ethyl(2E)-3-[4-(bromomethyl)-2-methylphenyl]prop-2-enoate), BrCC1=CC(=C(C=C1)/C=C/C(=O)OCC)C (ethyl(2E)-3-[4-(bromomethyl)-2-methylphenyl]prop-2-enoate), C1(=CC=CC=C1)P(C1=CC=CC=C1)C1=CC=CC=C1 (triphenylphosphine). The product is [Br-].C(C)OC(/C=C/C1=C(C=C(C[P+](C2=CC=CC=C2)(C2=CC=CC=C2)C2=CC=CC=C2)C=C1)C)=O ({4-[(1E)-3-ethoxy-3-oxoprop-1-enyl]-3-methylbenzyl}(triphenyl)phosphonium bromide). RXN SMILES: [Br:1][CH2:2][C:3]1[CH:8]=[CH:7][C:6](/[CH:9]=[CH:10]/[C:11]([O:13][CH2:14][CH3:15])=[O:12])=[C:5]([CH3:16])[CH:4]=1.[C:17]1([P:23]([C:30]2[CH:35]=[CH:34][CH:33]=[CH:32][CH:31]=2)[C:24]2[CH:29]=[CH:28][CH:27]=[CH:26][CH:25]=2)[CH:22]=[CH:21][CH:20]=[CH:19][CH:18]=1>C1(C)C=CC=CC=1>[Br-:1].[CH2:14]([O:13][C:11](=[O:12])/[CH:10]=[CH:9]/[C:6]1[CH:7]=[CH:8][C:3]([CH2:2][P+:23]([C:24]2[CH:25]=[CH:26][CH:27]=[CH:28][CH:29]=2)([C:30]2[CH:35]=[CH:34][CH:33]=[CH:32][CH:31]=2)[C:17]2[CH:18]=[CH:19][CH:20]=[CH:21][CH:22]=2)=[CH:4][C:5]=1[CH3:16])[CH3:15] |f:3.4|. Reported procedure: A solution of ethyl(2E)-3-[4-(bromomethyl)-2-methylphenyl]prop-2-enoate (intermediate 20, 1.494 g) in toluene (30 ml) was stirred and treated with triphenylphosphine (1.52 g) and then heated at reflux for 2 hours then at 21° C. overnight. More triphenylphosphine (0.5 g) was then added and the reaction heated at reflux for a further 5 hours. The mixture was then allowed to cool and filtered to give the title compound as a white solid. The reactants are ClC=1C(=CC(=C(C(=O)OC2=CC=C(C=C2)C)C1)F)OC1=CC(=C(C=C1)Cl)C(F)(F)F (4-Methylphenyl 5-chloro-4-[4-chloro-3-(trifluoromethyl)phenoxy]-2-fluorobenzoate), O (Water), [H-].[Na+] (sodium hydride), CS(=O)(=O)N (methanesulphonamide). Solvent: CC1OCCC1 (2-methyltetrahydrofuran), CC1OCCC1 (2-methyltetrahydrofuran). Run at temperature 65 celsius, time 1 hour. Yields the product ClC=1C(=CC(=C(C(=O)NS(=O)(=O)C)C1)F)OC1=CC(=C(C=C1)Cl)C(F)(F)F (5-chloro-4-[4-chloro-3-(trifluoromethyl)phenoxy]-2-fluoro-N-(methylsulfonyl)benzamide). Isolated yield 53.4%. As a reaction SMILES: [H-].[Na+].[CH3:3][S:4]([NH2:7])(=[O:6])=[O:5].[Cl:8][C:9]1[C:10]([O:26][C:27]2[CH:32]=[CH:31][C:30]([Cl:33])=[C:29]([C:34]([F:37])([F:36])[F:35])[CH:28]=2)=[CH:11][C:12]([F:25])=[C:13]([CH:24]=1)[C:14](OC1C=CC(C)=CC=1)=[O:15].O>CC1CCCO1>[Cl:8][C:9]1[C:10]([O:26][C:27]2[CH:32]=[CH:31][C:30]([Cl:33])=[C:29]([C:34]([F:37])([F:35])[F:36])[CH:28]=2)=[CH:11][C:12]([F:25])=[C:13]([CH:24]=1)[C:14]([NH:7][S:4]([CH3:3])(=[O:6])=[O:5])=[O:15] |f:0.1|. Reported procedure: To a suspension of sodium hydride (7.39 g, 184.66 mmol) in 2-methyltetrahydrofuran (400 mL) at 0-5° C. was added methanesulphonamide (16.47 g, 173.12 mmol) and the mixture stirred for 1 hour and allowed to reach room temperature. 4-Methylphenyl 5-chloro-4-[4-chloro-3-(trifluoromethyl)phenoxy]-2-fluorobenzoate (Preparation 163, 53 g, 115.41 mmol) in 2-methyltetrahydrofuran (100 mL) was added and the reaction mixture heated at 65° C. for 6 hours and cooled. Water (250 mL) was charged to the stirre... The product is C(C)(C)(C)OC(N[C@@H]1C(N(CC1)CC1=CC(=NC=C1)C#N)=O)=O ([1-(2-Cyano-pyridin-4-ylmethyl)-2-oxopyrrolidin-3-(S)-yl]carbamic acid tert-butyl ester). RXN SMILES: [C:1]([O:5][C:6](=[O:14])[NH:7][C@H:8]1[CH2:12][CH2:11][NH:10][C:9]1=[O:13])([CH3:4])([CH3:3])[CH3:2].[C:15]([C:17]1[CH:22]=[C:21]([CH2:23]Br)[CH:20]=[CH:19][N:18]=1)#[N:16]>>[C:1]([O:5][C:6](=[O:14])[NH:7][C@H:8]1[CH2:12][CH2:11][N:10]([CH2:23][C:21]2[CH:20]=[CH:19][N:18]=[C:17]([C:15]#[N:16])[CH:22]=2)[C:9]1=[O:13])([CH3:4])([CH3:2])[CH3:3]. Reported procedure: The title compound is prepared from (2-oxopyrrolidin-3-(S)-yl)-carbamic acid tert-butyl ester as described in EXAMPLE 122, Part F using 2-cyano-4-(bromomethyl)pyridine in place of 4-bromomethylthiophene-2-carbonitrile. The crude product is purified by column chromatography eluting with gradient of 25% EtOAc/CH2Cl2 to 50% EtOAc/CH2Cl2 to afford the title compound as a solid. The reactants are C(C)(C)(C)OC(N[C@@H]1C(NCC1)=O)=O ((2-oxopyrrolidin-3-(S)-yl)-carbamic acid tert-butyl ester), C(#N)C1=NC=CC(=C1)CBr (2-cyano-4-(bromomethyl)pyridine). Reactants: C(C)(=O)OC(C)=O (acetic anhydride), C(C1=CC=CO1)O (furfuryl alcohol). The solvent is C(C)N(CC)CC (triethyl amine). The product is C(C)(=O)OCC1=CC=CO1 (furfuryl acetate). Isolated yield 99.5%. Reaction SMILES: [C:1]([O:4][C:5](=[O:7])[CH3:6])(=O)[CH3:2].C(O)C1[O:13][CH:12]=[CH:11][CH:10]=1>C(N(CC)CC)C>[C:5]([O:4][CH2:1][C:2]1[O:13][CH:12]=[CH:11][CH:10]=1)(=[O:7])[CH3:6]. Procedure: Procedure was as in example 2, but acetic anhydride was added to the mixture of furfuryl alcohol and triethyl amine. The crude yield was 1149 g and the concentration was 58.7%, i.e., the yield was 99.5%. The crude product was washed 4 times with 200 ml water, whereby 641.3 g furfuryl acetate was obtained, its concentration was 96.2%, i.e., the yield was 91.0%. Starting materials: CC(=O)O[BH-](OC(C)=O)OC(C)=O, ClCCl, COC(=O)c1cccc(N)c1C(=O)OC, CC(=O)O, [Na+], O=Cc1ccco1. The product is COC(=O)c1cccc(NCc2ccco2)c1C(=O)OC. Reaction SMILES: [C:27]([O:28][BH-:29]([O:30][C:31](=[O:32])[CH3:33])[O:34][C:35](=[O:36])[CH3:37])(=[O:38])[CH3:39].[CH2:41]([Cl:42])[Cl:43].[CH3:1][O:2][C:3]([c:4]1[c:5]([C:6](=[O:7])[O:8][CH3:9])[c:10]([NH2:14])[cH:11][cH:12][cH:13]1)=[O:15].[CH3:23][C:24](=[O:25])[OH:26].[Na+:40].[o:16]1[c:17]([CH:21]=[O:22])[cH:18][cH:19][cH:20]1>>[CH3:1][O:2][C:3]([c:4]1[c:5]([C:6](=[O:7])[O:8][CH3:9])[c:10]([NH:14][CH2:21][c:17]2[o:16][cH:20][cH:19][cH:18]2)[cH:11][cH:12][cH:13]1)=[O:15].